Dataset: the Open Reaction Database (ORD), a public repository of structured organic reaction records. Task: describe an organic reaction: reactants, conditions, products, and yield The reactants are C(C)(C)(C)OC(C(C)(C)SC=1SC=C(N1)CC(=O)NC1=CC=C(C=C1)Br)=O (2-[(4-{2-[(4-bromophenyl)amino]-2-oxoethyl}-1,3-thiazol-2-yl)thio]-2-methylpropionic acid tert-butyl ester), FC(C1=CC=C(C=C1)OB(O)O)(F)F (4-trifluoromethylphenylboric acid), O (water). Reagents/catalysts: C=1C=CC(=CC1)[P](C=2C=CC=CC2)(C=3C=CC=CC3)[Pd]([P](C=4C=CC=CC4)(C=5C=CC=CC5)C=6C=CC=CC6)([P](C=7C=CC=CC7)(C=8C=CC=CC8)C=9C=CC=CC9)[P](C=1C=CC=CC1)(C=1C=CC=CC1)C=1C=CC=CC1 (tetrakis(triphenylphosphine)palladium). Solvent: C([O-])([O-])=O.[Na+].[Na+] (sodium carbonate), O1CCOCC1 (dioxane). Yields the product C(C)(C)(C)OC(C(C)(SC=1SC=C(N1)CC(NC1=CC=C(C=C1)C1=CC=C(C=C1)C(F)(F)F)=O)C)=O (2-methyl-2-{[4-(2-oxo-2-{[4′-(trifluoromethyl)biphenyl-4-yl]amino}ethyl)-1,3-thiazol-2-yl]thio}propionic acid tert-butyl ester). Yield: 80.5%. RXN SMILES: [C:1]([O:5][C:6](=[O:27])[C:7]([S:10][C:11]1[S:12][CH:13]=[C:14]([CH2:16][C:17]([NH:19][C:20]2[CH:25]=[CH:24][C:23](Br)=[CH:22][CH:21]=2)=[O:18])[N:15]=1)([CH3:9])[CH3:8])([CH3:4])([CH3:3])[CH3:2].[F:28][C:29]([F:41])([F:40])[C:30]1[CH:35]=[CH:34][C:33](OB(O)O)=[CH:32][CH:31]=1.O>O1CCOCC1.C(=O)([O-])[O-].[Na+].[Na+].C1C=CC([P]([Pd]([P](C2C=CC=CC=2)(C2C=CC=CC=2)C2C=CC=CC=2)([P](C2C=CC=CC=2)(C2C=CC=CC=2)C2C=CC=CC=2)[P](C2C=CC=CC=2)(C2C=CC=CC=2)C2C=CC=CC=2)(C2C=CC=CC=2)C2C=CC=CC=2)=CC=1>[C:1]([O:5][C:6](=[O:27])[C:7]([CH3:9])([S:10][C:11]1[S:12][CH:13]=[C:14]([CH2:16][C:17](=[O:18])[NH:19][C:20]2[CH:25]=[CH:24][C:23]([C:33]3[CH:34]=[CH:35][C:30]([C:29]([F:41])([F:40])[F:28])=[CH:31][CH:32]=3)=[CH:22][CH:21]=2)[N:15]=1)[CH3:8])([CH3:4])([CH3:3])[CH3:2] |f:4.5.6,^1:58,60,79,98|. Procedure details: Under nitrogen atmosphere, 2-[(4-{2-[(4-bromophenyl)amino]-2-oxoethyl}-1,3-thiazol-2-yl)thio]-2-methylpropionic acid tert-butyl ester (600 mg) synthesized in Example 458-1 and 4-trifluoromethylphenylboric acid (363 mg) were dissolved in dioxane (8 mL) and 2M aqueous sodium carbonate solution (4 mL), tetrakis(triphenylphosphine)palladium (73 mg) was added, and the mixture was refluxed for 4 hr. The reaction mixture was cooled, water was added thereto, and the mixture was extracted with ethyl acet... Reactants: Cl.NC(CC(=O)OCC)C(=O)C=1SC(=CC1)Cl (ethyl 3-amino-4-(5-chlorothiophen-2-yl)-4-oxobutyrate hydrochloride), FC1=CC=C(C(=O)Cl)C=C1 (4-fluorobenzoyl chloride), C(O)([O-])=O.[Na+] (sodium hydrogen carbonate). The solvent is O (water), C(C)(=O)OCC (ethyl acetate), C(C)(=O)OCC (ethyl acetate), O (water). Conditions: time 2 hour. The product is crude product, ClC1=CC=C(S1)C(C(CC(=O)OCC)NC(C1=CC=C(C=C1)F)=O)=O (ethyl 4-(5-chlorothiophen-2-yl)-3-[(4-fluorobenzoyl)amino]-4-oxobutyrate). The yield is 95.4%. Reaction SMILES: Cl.[NH2:2][CH:3]([C:10]([C:12]1[S:13][C:14]([Cl:17])=[CH:15][CH:16]=1)=[O:11])[CH2:4][C:5]([O:7][CH2:8][CH3:9])=[O:6].[F:18][C:19]1[CH:27]=[CH:26][C:22]([C:23](Cl)=[O:24])=[CH:21][CH:20]=1.C(=O)([O-])O.[Na+]>C(OCC)(=O)C.O>[Cl:17][C:14]1[S:13][C:12]([C:10](=[O:11])[CH:3]([NH:2][C:23](=[O:24])[C:22]2[CH:26]=[CH:27][C:19]([F:18])=[CH:20][CH:21]=2)[CH2:4][C:5]([O:7][CH2:8][CH3:9])=[O:6])=[CH:16][CH:15]=1 |f:0.1,3.4|. Procedure: A mixture of ethyl 3-amino-4-(5-chlorothiophen-2-yl)-4-oxobutyrate hydrochloride (596 mg), 4-fluorobenzoyl chloride (380 mg) and sodium hydrogen carbonate (1.0 g) in ethyl acetate (10 ml) and water (10 ml) was stirred at room temperature for 2 hours. To the reaction mixture were added ethyl acetate (30 ml) and water (30 ml), and the organic layer was collected. The organic layer was washed with water and brine, dried over anhydrous magnesium sulfate and the solvent was removed under reduced pres... RXN SMILES: [Cl:1][C:2]1[CH:3]=[C:4]([CH:6]=[CH:7][C:8]=1[O:9][CH3:10])[NH2:5].Cl>C1(C)C=CC=CC=1>[ClH:1].[Cl:1][C:2]1[CH:3]=[C:4]([CH:6]=[CH:7][C:8]=1[O:9][CH3:10])[NH2:5] |f:3.4|. The product is Cl.ClC=1C=C(N)C=CC1OC (3-chloro-4-methoxyaniline hydrochloride). Yield: 189.5%. The reactants are ClC=1C=C(N)C=CC1OC (3-chloro-4-methoxyaniline), Cl (hydrochloric acid). The solvent is C1(=CC=CC=C1)C (toluene). Reported procedure: A stirred mixture of 3.0 grams (0.019 mole) of 90% pure 3-chloro-4-methoxyaniline and 4 mL of concentrated hydrochloric acid in 20 mL of toluene was heated to reflux using a heat gun. The reaction mixture was then concentrated under reduced pressure to a residue. The residue was triturated with 50 mL of diethyl ether, and the resultant solid was collected by filtration. The solid was dried under vacuum, yielding 3.4 grams (0.018 mole) of 3-chloro-4-methoxyaniline hydrochloride. A stirred mixture... Starting materials: CN1CCN(C2(CN(Cc3cc4ccccc4n(C)c3=O)C(=O)C3CCCCC3)CCC=COC2)CC1, CCO. The product is CN1CCN(C2(CN(Cc3cc4ccccc4n(C)c3=O)C(=O)C3CCCCC3)CCCCOC2)CC1. Reaction SMILES: [CH3:1][n:2]1[c:3](=[O:37])[c:4]([CH2:12][N:13]([C:14](=[O:15])[CH:16]2[CH2:17][CH2:18][CH2:19][CH2:20][CH2:21]2)[CH2:22][C:23]2([N:30]3[CH2:31][CH2:32][N:33]([CH3:36])[CH2:34][CH2:35]3)[CH2:24][O:25][CH:26]=[CH:27][CH2:28][CH2:29]2)[cH:5][c:6]2[cH:7][cH:8][cH:9][cH:10][c:11]12.[CH3:38][CH2:39][OH:40]>>[CH3:1][n:2]1[c:3](=[O:37])[c:4]([CH2:12][N:13]([C:14](=[O:15])[CH:16]2[CH2:17][CH2:18][CH2:19][CH2:20][CH2:21]2)[CH2:22][C:23]2([N:30]3[CH2:31][CH2:32][N:33]([CH3:36])[CH2:34][CH2:35]3)[CH2:24][O:25][CH2:26][CH2:27][CH2:28][CH2:29]2)[cH:5][c:6]2[cH:7][cH:8][cH:9][cH:10][c:11]12. Starting materials: C(C)(C)(C)OC(=O)N1CC(CC1)NS(=O)(=O)C (3-Methanesulfonylamino-pyrrolidine-1-carboxylic acid tert-butyl ester), [H-].[Na+] (NaH), BrCC1=CC=2N=C(N=C(C2S1)N1CCOCC1)Cl (6-bromomethyl-2-chloro-4-morpholin-4-yl-thieno[3,2-d]pyrimidine). The solvent is CN(C)C=O (DMF), CN(C)C=O (DMF). Conditions: time 40 minute. The product is C(C)(C)(C)OC(=O)N1CC(CC1)N(S(=O)(=O)C)CC1=CC=2N=C(N=C(C2S1)N1CCOCC1)Cl (3-[(2-chloro-4-morpholin-4-yl-thieno[3,2-d]pyrimidin-6-ylmethyl)-methanesulfonyl-amino]-pyrrolidine-1-carboxylic acid tert-butyl ester). The yield is 48.4%. Reaction SMILES: [C:1]([O:5][C:6]([N:8]1[CH2:12][CH2:11][CH:10]([NH:13][S:14]([CH3:17])(=[O:16])=[O:15])[CH2:9]1)=[O:7])([CH3:4])([CH3:3])[CH3:2].[H-].[Na+].Br[CH2:21][C:22]1[S:30][C:29]2[C:28]([N:31]3[CH2:36][CH2:35][O:34][CH2:33][CH2:32]3)=[N:27][C:26]([Cl:37])=[N:25][C:24]=2[CH:23]=1>CN(C=O)C>[C:1]([O:5][C:6]([N:8]1[CH2:12][CH2:11][CH:10]([N:13]([CH2:21][C:22]2[S:30][C:29]3[C:28]([N:31]4[CH2:36][CH2:35][O:34][CH2:33][CH2:32]4)=[N:27][C:26]([Cl:37])=[N:25][C:24]=3[CH:23]=2)[S:14]([CH3:17])(=[O:16])=[O:15])[CH2:9]1)=[O:7])([CH3:4])([CH3:3])[CH3:2] |f:1.2|. Procedure: To a solution of 3-Methanesulfonylamino-pyrrolidine-1-carboxylic acid tert-butyl ester (0.47 g) in DMF (5 mL) was added NaH (63 mg). The mixture was stirred for 40 min. then a solution of 6-bromomethyl-2-chloro-4-morpholin-4-yl-thieno[3,2-d]pyrimidine (0.52 g) in DMF (5 mL) was added via cannular. The resulting mixture was stirred at R.T. for 5 h. An aqueous work-up followed by purification on silica gave 3-[(2-chloro-4-morpholin-4-yl-thieno[3,2-d]pyrimidin-6-ylmethyl)-methanesulfonyl-amino]-pyr... Reactants: CCOC(=O)c1c(C(=O)c2ccc(NC(C)=O)cc2[N+](=O)[O-])nnn1Cc1ccc(OC)cc1, CCOC(=O)c1nnn(Cc2ccc(OC)cc2)c1C(=O)c1ccc(NC(C)=O)cc1[N+](=O)[O-], CCOC(C)=O. Product: CCOC(=O)c1c(C(=O)c2ccc(NC(C)=O)cc2N)nnn1Cc1ccc(OC)cc1. RXN SMILES: [CH3:1][O:2][c:3]1[cH:4][cH:5][c:6]([CH2:7][n:8]2[n:9][n:10][c:11]([C:18]([c:19]3[c:20]([N+:29]([O-:30])=[O:31])[cH:21][c:22]([NH:25][C:26]([CH3:27])=[O:28])[cH:23][cH:24]3)=[O:32])[c:12]2[C:13](=[O:14])[O:15][CH2:16][CH3:17])[cH:33][cH:34]1.[CH3:35][O:36][c:37]1[cH:38][cH:39][c:40]([CH2:41][n:42]2[c:43]([C:44](=[O:45])[c:46]3[cH:47][cH:48][c:49]([NH:50][C:51](=[O:52])[CH3:53])[cH:54][c:55]3[N+:56]([O-:57])=[O:58])[c:59]([C:60]([O:61][CH2:62][CH3:63])=[O:64])[n:65][n:66]2)[cH:67][cH:68]1.[CH3:69][CH2:70][O:71][C:72](=[O:73])[CH3:74]>>[CH3:1][O:2][c:3]1[cH:4][cH:5][c:6]([CH2:7][n:8]2[n:9][n:10][c:11]([C:18]([c:19]3[c:20]([NH2:29])[cH:21][c:22]([NH:25][C:26]([CH3:27])=[O:28])[cH:23][cH:24]3)=[O:32])[c:12]2[C:13](=[O:14])[O:15][CH2:16][CH3:17])[cH:33][cH:34]1. The reactants are Nc1ccc(Br)cc1, O=C([O-])[O-], CC(C)=O, O=C(Cl)CCl, [Na+], [Na+]. Product: O=C(CCl)Nc1ccc(Br)cc1. As a reaction SMILES: [Br:1][c:2]1[cH:3][cH:4][c:5]([NH2:6])[cH:7][cH:8]1.[C:9](=[O:10])([O-:11])[O-:12].[CH3:20][C:21](=[O:22])[CH3:23].[Cl:15][CH2:16][C:17](=[O:18])[Cl:19].[Na+:13].[Na+:14]>>[Br:1][c:2]1[cH:3][cH:4][c:5]([NH:6][C:17]([CH2:16][Cl:15])=[O:18])[cH:7][cH:8]1. Starting materials: BrC1=CC=2N3C4=C(C=C(C=C4C2C=C1)OC)C(CC3)=O (9-bromo-5,6-dihydro-2-methoxy-4H-pyrido[3,2,1-jk]carbazole-4-one), C(C)O (ethanol), aldehyde, [OH-].[Na+] (sodium hydroxide). Run in O (water). Conditions: time 12 hour. The product is BrC1=CC=2N3C4=C(C=C(C=C4C2C=C1)OC)C(C(=C3)CC=3C=NC=C(C3)C)=O (9-bromo-2-methoxy-5-(5-methyl-3-pyridylmethyl)-4H-pyrido[3,2,1-jk]carbazole-4-one). Isolated yield 79.0%. Reaction SMILES: [Br:1][C:2]1[CH:14]=[CH:13][C:12]2[C:11]3[C:6]4=[C:7]([C:17](=[O:20])[CH2:18][CH2:19][N:5]4[C:4]=2[CH:3]=1)[CH:8]=[C:9]([O:15][CH3:16])[CH:10]=3.[OH-].[Na+].[CH2:23](O)[CH3:24]>O>[Br:1][C:2]1[CH:14]=[CH:13][C:12]2[C:11]3[C:6]4=[C:7]([C:17](=[O:20])[C:18]([CH2:13][C:12]5[CH:4]=[N:5][CH:6]=[C:23]([CH3:24])[CH:11]=5)=[CH:19][N:5]4[C:4]=2[CH:3]=1)[CH:8]=[C:9]([O:15][CH3:16])[CH:10]=3 |f:1.2|. Reported procedure: 9-bromo-5,6-dihydro-2-methoxy-4H-pyrido[3,2,1-jk]carbazole-4-one (300 mg) obtained in Example 101, step 6 was suspended in ethanol (18 ml), and 5-methylnicotinic aldehyde (176 mg) prepared in accordance with the procedure described in J.O.C., 53, 3513 (1988) and sodium hydroxide (291 mg) dissolved in water (1.5 ml) were added to the suspension at room temperature. The mixture was stirred at room temperature for 12 hours, and approximately half of the solvent was evaporated under reduced pressure... Starting materials: N(N)C=1C=NC=CC1 (3-hydrazinylpyridine), CC(C(CC#N)=O)(C)C (4,4-dimethyl-3-oxopentanenitrile). Product: C(C)(C)(C)C1=NN(C(=C1)N)C=1C=NC=CC1 (3-tert-butyl-1-(pyridin-3-yl)-1H-pyrazol-5-amine). The yield is 77.3%. Reaction SMILES: [NH:1]([C:3]1[CH:4]=[N:5][CH:6]=[CH:7][CH:8]=1)[NH2:2].[CH3:9][C:10]([CH3:17])([CH3:16])[C:11](=O)[CH2:12][C:13]#[N:14]>>[C:10]([C:11]1[CH:12]=[C:13]([NH2:14])[N:1]([C:3]2[CH:4]=[N:5][CH:6]=[CH:7][CH:8]=2)[N:2]=1)([CH3:17])([CH3:16])[CH3:9]. Procedure details: Following the procedure in Example 161A Step 3, 3-hydrazinylpyridine (501 mg, 4.0 mmol) and 4,4-dimethyl-3-oxopentanenitrile (437 mg, 4.0 mmol) were reacted to give 3-tert-butyl-1-(pyridin-3-yl)-1H-pyrazol-5-amine (667 mg, 3.09 mmol, 77%), LC-MS (ESI) m/z 217 (M+H)+. Reactants: CC(=O)[O-], CO, CC(C)(C)OC(=O)N1CCC(C2CCN(c3cc(Cl)ncn3)CC2)CC1, [Na+], O. Yields the product CC(C)(C)OC(=O)N1CCC(C2CCN(c3ccncn3)CC2)CC1. RXN SMILES: [CH3:28][C:29](=[O:30])[O-:31].[CH3:32][OH:33].[Cl:1][c:2]1[cH:3][c:4]([N:8]2[CH2:9][CH2:10][CH:11]([CH:14]3[CH2:15][CH2:16][N:17]([C:20](=[O:21])[O:22][C:23]([CH3:24])([CH3:25])[CH3:26])[CH2:18][CH2:19]3)[CH2:12][CH2:13]2)[n:5][cH:6][n:7]1.[Na+:27].[OH2:34]>>[cH:2]1[cH:3][c:4]([N:8]2[CH2:9][CH2:10][CH:11]([CH:14]3[CH2:15][CH2:16][N:17]([C:20](=[O:21])[O:22][C:23]([CH3:24])([CH3:25])[CH3:26])[CH2:18][CH2:19]3)[CH2:12][CH2:13]2)[n:5][cH:6][n:7]1.